Dataset: the Open Reaction Database (ORD), a public repository of structured organic reaction records. Task: describe an organic reaction: reactants, conditions, products, and yield The reactants are C(C)OC(C)=NC(C1=CC=C(C=C1)Br)=O (N-(1-ethoxy-ethylidene)-4-bromo-benzamide), CS(=O)(=O)C=1C=CC(=NC1)NN ((5-methansulfonyl-pyridine-2-yl)-hydrazine), O (water). Yield: 61.1%. The solvent is ClCCl (dichloromethane), CO (methanol). Reaction SMILES: C(O[C:4](=[N:6][C:7](=O)[C:8]1[CH:13]=[CH:12][C:11]([Br:14])=[CH:10][CH:9]=1)[CH3:5])C.[CH3:16][S:17]([C:20]1[CH:21]=[CH:22][C:23]([NH:26][NH2:27])=[N:24][CH:25]=1)(=[O:19])=[O:18].O>ClCCl.CO>[Br:14][C:11]1[CH:10]=[CH:9][C:8]([C:7]2[N:26]([C:23]3[CH:22]=[CH:21][C:20]([S:17]([CH3:16])(=[O:19])=[O:18])=[CH:25][N:24]=3)[N:27]=[C:4]([CH3:5])[N:6]=2)=[CH:13][CH:12]=1. Procedure: N-(1-ethoxy-ethylidene)-4-bromo-benzamide 565 mg (2.09 mmol) was dissolved in a mixed solvent of dichloromethane 20 ml and methanol 10 ml, (5-methansulfonyl-pyridine-2-yl)-hydrazine 431 mg(2.23 mmol) was added to the solution and the solution was stirred for 8 hours. After completing the reaction, water 20 ml was added to the reacting solution and extracted two times with dichloromethane, and then, the collected organic layer was washed with saturated brine. The organic layer was dried with anhy... Reaction conditions: time 8 hour. The product is BrC1=CC=C(C=C1)C1=NC(=NN1C1=NC=C(C=C1)S(=O)(=O)C)C (2-[5-(4-bromo-phenyl)-3-methyl-[1,2,4]triazole-1-yl]-5-methanesulfonyl-pyridine). Starting materials: CC1=NOC(=N1)C(Cl)(Cl)Cl (3-Methyl-5-trichloromethyl-1,2,4-oxadiazole), C1COC2(CCNCC2)O1 (4-piperidone ethylene ketal). Run in C(C)O (ethanol). Yields the product C1COC2(CCN(CC2)C2=NC(=NO2)C)O1 ((3-Methyl-1,2,4-oxadiazol-5-yl)-4-piperidone ethylene ketal). Yield: 19.5%. RXN SMILES: [CH3:1][C:2]1[N:6]=[C:5](C(Cl)(Cl)Cl)[O:4][N:3]=1.[CH2:11]1[O:20][C:14]2([CH2:19][CH2:18][NH:17][CH2:16][CH2:15]2)[O:13][CH2:12]1>C(O)C>[CH2:11]1[O:20][C:14]2([CH2:19][CH2:18][N:17]([C:5]3[O:4][N:3]=[C:2]([CH3:1])[N:6]=3)[CH2:16][CH2:15]2)[O:13][CH2:12]1. Procedure: 3-Methyl-5-trichloromethyl-1,2,4-oxadiazole (Moussebois and Eloy, Helv. Chim. Acta 1964, 47, 838) (1 g, 5 mmol) and 4-piperidone ethylene ketal (1.5 g, 10 mmol) in ethanol (20 ml) were heated reflux overnight. The solvent was evaporated and the residue taken up in dichloromethane and filtered. The filtrate was washed with dilute HCl, dried over sodium sulphate and evaporated to leave a pale yellow oil (0.22 g). The acid washing was neutralised with solid sodium bicarbonate and extracted with dic... Reactants: O=C[C@H](O)[C@@H](O)[C@H](O)[C@H](O)CO (glucose), tris-HCl, [Cl-].[Ca+2].[Cl-] (calcium chloride), P(=O)(OC(C)=O)([O-])[O-] (acetyl phosphate). Run in CC(=O)C (acetone). Product: P(=O)([O-])([O-])OCC(=O)[C@@H](O)[C@H](O)[C@H](O)COP(=O)([O-])[O-].[Ca+2].[Ca+2] (dicalcium fructose-1,6-diphosphate salt). Yield: 92.0%. Run at temperature 30 celsius, time 2 hour. Procedure: Propionibacterium freudenreichii IFO12425 was inoculated into 10 liters of a culture medium (pH: 6.5) containing 0.35% of glucose, 0.30% of peptone, 0.30% of yeast extract, and 0.05% of KH2PO4. This bacteria was cultured at 30° C. using a jar fermenter; 20 g of wet microorganisms were collected by centrifugation and immersed in acetone for 2 hours. Separately, 30 liters of tris-HCl solution prepared in the same manner as in Example 1 was placed in a 70-liter reaction vessel. To the tris-HCl solu... RXN SMILES: [O:1]=[CH:2][C@@H:3]([C@H:5]([C@@H:7]([C@@H:9]([CH2:11][OH:12])[OH:10])[OH:8])[OH:6])[OH:4].[P:13]([O-:20])([O-:19])([O:15]C(=O)C)=O.[Cl-].[Ca+2:22].[Cl-]>CC(C)=O>[P:13]([O:1][CH2:2][C:3]([C@H:5]([C@@H:7]([C@@H:9]([CH2:11][O:12][P:13]([O-:20])([O-:19])=[O:15])[OH:10])[OH:8])[OH:6])=[O:4])([O-:20])([O-:19])=[O:15].[Ca+2:22].[Ca+2:22] |f:2.3.4,6.7.8|. The reactants are C1(=CC=CC=C1)P(C1=CC=CC=C1)C1=CC=CC=C1 (triphenylphosphine), ClC1=CC=C2C(=CN(C2=C1)C(C)C)C(=O)O (6-chloro-1-isopropyl-1H-indole-3-carboxylic acid), CC1=CN=C(S1)N (5-methyl-thiazol-2-ylamine), BrN1C(CCC1=O)=O (N-bromosuccinimide), Cl (hydrochloric acid). Solvent: C(Cl)Cl (methylene chloride), O (water), C(C)(=O)OCC (ethyl acetate). Reaction conditions: temperature 0 celsius, time 5 minute. Product: hexanes ethyl acetate, CC1=CN=C(S1)NC(=O)C1=CN(C2=CC(=CC=C12)Cl)C(C)C (6-chloro-1-isopropyl-1H-indole-3-carboxylic acid (5-methyl-thiazol-2-yl)-amide). Yield: 57.1%. As a reaction SMILES: C1(P(C2C=CC=CC=2)C2C=CC=CC=2)C=CC=CC=1.BrN1C(=O)CCC1=O.[Cl:28][C:29]1[CH:37]=[C:36]2[C:32]([C:33]([C:41]([OH:43])=O)=[CH:34][N:35]2[CH:38]([CH3:40])[CH3:39])=[CH:31][CH:30]=1.[CH3:44][C:45]1[S:49][C:48]([NH2:50])=[N:47][CH:46]=1.Cl>C(Cl)Cl.O.C(OCC)(=O)C>[CH3:44][C:45]1[S:49][C:48]([NH:50][C:41]([C:33]2[C:32]3[C:36](=[CH:37][C:29]([Cl:28])=[CH:30][CH:31]=3)[N:35]([CH:38]([CH3:39])[CH3:40])[CH:34]=2)=[O:43])=[N:47][CH:46]=1. Procedure details: A solution of triphenylphosphine (251 mg, 0.82 mmol) in methylene chloride (3 mL) cooled to 0° C. was treated with N-bromosuccinimide (146 mg, 0.82 mmol). This solution was stirred at 0° C. for 5 min. At this time, the reaction was treated with 6-chloro-1-isopropyl-1H-indole-3-carboxylic acid (150 mg, 0.63 mmol). This solution was stirred at 0° C. for 5 min and then was allowed to warm to 25° C. where it was stirred for 30 min. The reaction was then treated with 5-methyl-thiazol-2-ylamine (166 m... Starting materials: [O-]S(=O)(=O)[O-].[Mg+2] (MgSO4), NaIO4, C(C1=CC=CC=C1)(=O)OCC(O)CO (1-benzoyl glycerol), C(Cl)Cl (CH2Cl2). Solvent: O (H2O). Product: C1(=CC=CC=C1)C(=O)OCC=O (C6H5COOCH2CHO). Isolated yield 62.1%. As a reaction SMILES: [C:1]([O:9][CH2:10][CH:11](CO)[OH:12])(=[O:8])[C:2]1[CH:7]=[CH:6][CH:5]=[CH:4][CH:3]=1.C(Cl)Cl.[O-]S([O-])(=O)=O.[Mg+2]>O>[C:2]1([C:1]([O:9][CH2:10][CH:11]=[O:12])=[O:8])[CH:7]=[CH:6][CH:5]=[CH:4][CH:3]=1 |f:2.3|. Reported procedure: This known intermediate was prepared by portionwise addition of NaIO4 (80 g) to a mixture of 1-benzoyl glycerol (50 g), CH2Cl2 (500 ml), and H2O (25 ml) under vigorous stirring at room temperature. The resulting solution was stirred for 2 hours, MgSO4 (100 g) was added and the solution stirred for an additional 30 minutes. The mixture was filtered, the filtrate evaporated in vacuo and the residue distilled in vacuo to yield 26 g of pure product. Reactants: COC1=C2C=C(C(=NC2=CC=N1)C1=CC=C(CN2CCC(CC2)N2N=CC=3C2=NC=NC3N)C=C1)C1=CC=CC=C1 (1-{1-[4-(5-methoxy-3-phenyl-1,6-naphthyridin-2-yl)benzyl]-piperidin-4-yl}-1H-pyrazolo[3,4-d]pyrimidin-4-amine), Cl.N1=CC=CC=C1 (pyridine hydrochloride), C([O-])(O)=O.[Na+] (sodium bicarbonate). The solvent is O (water). Run at temperature 150 celsius. Product: NC1=C2C(=NC=N1)N(N=C2)C2CCN(CC2)CC2=CC=C(C=C2)C2=NC=1C=CNC(C1C=C2C2=CC=CC=C2)=O (2-(4-{[4-(4-amino-1H-pyrazolo[3,4-d]pyrimidin-1-yl)piperidin-1-yl]methyl}phenyl)-3-phenyl-1,6-naphthyridin-5(6H)-one). Reaction SMILES: C[O:2][C:3]1[N:12]=[CH:11][CH:10]=[C:9]2[C:4]=1[CH:5]=[C:6]([C:36]1[CH:41]=[CH:40][CH:39]=[CH:38][CH:37]=1)[C:7]([C:13]1[CH:35]=[CH:34][C:16]([CH2:17][N:18]3[CH2:23][CH2:22][CH:21]([N:24]4[C:28]5=[N:29][CH:30]=[N:31][C:32]([NH2:33])=[C:27]5[CH:26]=[N:25]4)[CH2:20][CH2:19]3)=[CH:15][CH:14]=1)=[N:8]2.Cl.N1C=CC=CC=1.C(=O)(O)[O-].[Na+]>O>[NH2:33][C:32]1[N:31]=[CH:30][N:29]=[C:28]2[N:24]([CH:21]3[CH2:20][CH2:19][N:18]([CH2:17][C:16]4[CH:34]=[CH:35][C:13]([C:7]5[C:6]([C:36]6[CH:37]=[CH:38][CH:39]=[CH:40][CH:41]=6)=[CH:5][C:4]6[C:3](=[O:2])[NH:12][CH:11]=[CH:10][C:9]=6[N:8]=5)=[CH:14][CH:15]=4)[CH2:23][CH2:22]3)[N:25]=[CH:26][C:27]=12 |f:1.2,3.4|. Reported procedure: A mixture of 1-{1-[4-(5-methoxy-3-phenyl-1,6-naphthyridin-2-yl)benzyl]-piperidin-4-yl}-1H-pyrazolo[3,4-d]pyrimidin-4-amine (50 mg, 0.092 mmol) and pyridine hydrochloride 9500 mg, 4.35 mmol) was heated at 150° C. for 10 minutes. The cooled mixture was diluted with water and made neutral with sodium bicarbonate solution. The white solid was collected by filtration, dried, and then digested in acetonitrile with a little methanol. Upon cooling the pure product was isolated by filtration. 1H-NMR (500... Starting materials: O=C1CCC(=O)N1Br, O=C(OOC(=O)c1ccccc1)c1ccccc1, ClC(Cl)(Cl)Cl, CC12C=CC(=O)C=C1CCC1C2CCC2(C)C(=O)CCC12. The product is CC12C=CC(=O)C=C1C(Br)CC1C2CCC2(C)C(=O)CCC12. As a reaction SMILES: [Br:22][N:23]1[C:24](=[O:25])[CH2:26][CH2:27][C:28]1=[O:29].[C:30]([O:31][O:32][C:33](=[O:34])[c:35]1[cH:36][cH:37][cH:38][cH:39][cH:40]1)(=[O:41])[c:42]1[cH:43][cH:44][cH:45][cH:46][cH:47]1.[C:48]([Cl:49])([Cl:50])([Cl:51])[Cl:52].[CH3:1][C:2]12[C:3](=[O:21])[CH2:4][CH2:5][CH:6]1[CH:7]1[CH2:8][CH2:9][C:10]3=[CH:11][C:12](=[O:20])[CH:13]=[CH:14][C:15]3([CH3:16])[CH:17]1[CH2:18][CH2:19]2>>[CH3:1][C:2]12[C:3](=[O:21])[CH2:4][CH2:5][CH:6]1[CH:7]1[CH2:8][CH:9]([Br:22])[C:10]3=[CH:11][C:12](=[O:20])[CH:13]=[CH:14][C:15]3([CH3:16])[CH:17]1[CH2:18][CH2:19]2. Reactants: Cn1cc(-c2ccccc2N)cn1, CC(=O)O, Cl, O=N[O-], [Na+], O=S=O, O. Product: Cn1cc(-c2ccccc2S(=O)(=O)Cl)cn1. Reaction SMILES: [CH3:1][n:2]1[n:3][cH:4][c:5](-[c:7]2[c:8]([NH2:13])[cH:9][cH:10][cH:11][cH:12]2)[cH:6]1.[CH3:22][C:23](=[O:24])[OH:25].[ClH:18].[N:14]([O-:15])=[O:16].[Na+:17].[O:19]=[S:20]=[O:21].[OH2:26]>>[CH3:1][n:2]1[n:3][cH:4][c:5](-[c:7]2[c:8]([S:20]([Cl:18])(=[O:19])=[O:21])[cH:9][cH:10][cH:11][cH:12]2)[cH:6]1. Starting materials: N1C=CC2=CC=C(C=C12)OS(=O)(=O)C1=CC=CC=C1 (benzenesulfonic acid 1-H-indol-6-yl ester), CN1C=CC2=CC=C(C=C12)SC (1-methyl-6-methylsulfanyl-1H-indole), CSC1=CC=C2C=CNC2=C1 (6-methylsulfanyl-1H-indole). The product is CN1C=CC2=CC=C(C=C12)OS(=O)(=O)C1=CC=CC=C1 (Benzenesulfonic acid 1-methyl-1H-indol-6-yl ester). As a reaction SMILES: [NH:1]1[C:9]2[C:4](=[CH:5][CH:6]=[C:7]([O:10][S:11]([C:14]3[CH:19]=[CH:18][CH:17]=[CH:16][CH:15]=3)(=[O:13])=[O:12])[CH:8]=2)[CH:3]=[CH:2]1.[CH3:20]N1C2C(=CC=C(SC)C=2)C=C1.CSC1C=C2C(C=CN2)=CC=1>>[CH3:20][N:1]1[C:9]2[C:4](=[CH:5][CH:6]=[C:7]([O:10][S:11]([C:14]3[CH:19]=[CH:18][CH:17]=[CH:16][CH:15]=3)(=[O:12])=[O:13])[CH:8]=2)[CH:3]=[CH:2]1. Procedure: Benzenesulfonic acid 1-methyl-1H-indol-6-yl ester was prepared from the known benzenesulfonic acid 1-H-indol-6-yl ester according to the procedure described above for the preparation of 1-methyl-6-methylsulfanyl-1H-indole from 6-methylsulfanyl-1H-indole.